Dataset: the Open Reaction Database (ORD), a public repository of structured organic reaction records. Task: describe an organic reaction: reactants, conditions, products, and yield Starting materials: C(C)(C)(C)OC(=O)N1[C@H](CNCC1)CCO (1-tert-Butoxycarbonyl-2(S)-(2-hydroxyethyl)piperazine), N1=CC=CC2=CC=CC(=C12)C(=O)O (8-Quinoline carboxylic acid), CCN=C=NCCCN(C)C.Cl (EDC.HCl), C=1C=CC2=C(C1)N=NN2O (HOBT). The solvent is CN(C)C=O (DMF), C(C)N(CC)CC (triethylamine). Reaction conditions: time 8 hour. Yields the product C(C)(C)(C)OC(=O)N1[C@H](CN(CC1)C(=O)C=1C=CC=C2C=CC=NC12)CCO (1-tert-butoxycarbonyl-2(S)-(2-hydroxyethyl)-4-(8-quinolinylcarbonyl)piperazine), foam. As a reaction SMILES: [N:1]1[C:10]2[C:5](=[CH:6][CH:7]=[CH:8][C:9]=2[C:11]([OH:13])=O)[CH:4]=[CH:3][CH:2]=1.CCN=C=NCCCN(C)C.Cl.C1C=CC2N(O)N=NC=2C=1.[C:36]([O:40][C:41]([N:43]1[CH2:48][CH2:47][NH:46][CH2:45][C@@H:44]1[CH2:49][CH2:50][OH:51])=[O:42])([CH3:39])([CH3:38])[CH3:37]>CN(C=O)C.C(N(CC)CC)C>[C:36]([O:40][C:41]([N:43]1[CH2:48][CH2:47][N:46]([C:11]([C:9]2[CH:8]=[CH:7][CH:6]=[C:5]3[C:10]=2[N:1]=[CH:2][CH:3]=[CH:4]3)=[O:13])[CH2:45][C@@H:44]1[CH2:49][CH2:50][OH:51])=[O:42])([CH3:39])([CH3:38])[CH3:37] |f:1.2|. Reported procedure: 8-Quinoline carboxylic acid (1.00 g, 5.78 mmol), EDC.HCl (1.22 g, 6.38 mmol), HOBT (1.77 g, 13.1 mmol) in DMF at pH 7 (adjusted with triethylamine) was stirred at 20° C. for 15 min. 1-tert-Butoxycarbonyl-2(S)-(2-hydroxyethyl)piperazine (1.33 g, 6.71 mmol) was added and the reaction stirred overnight. DMF was removed in vacuo, and the residue taken up in 1:1:1 THF, methanol, and 5% aqueous sodium hydroxide. This was stirred at 20° C. for 72 h. The volatiles were removed in vacuo, and the residue ... The reactants are CC(=O)[O-], CC(=O)[O-], C=Cc1ccccc1, CCCCN(CCCC)CCCC, Cc1ccc(C)cc1, ClCC=Cc1ccc(Cl)cc1, [Pd+2]. Yields the product Clc1ccc(C=CC=Cc2ccccc2)cc1. RXN SMILES: [C:41]([O-:42])(=[O:43])[CH3:44].[C:46]([O-:47])(=[O:48])[CH3:49].[CH2:12]=[CH:13][c:14]1[cH:15][cH:16][cH:17][cH:18][cH:19]1.[CH2:20]([N:21]([CH2:22][CH2:23][CH2:24][CH3:25])[CH2:26][CH2:27][CH2:28][CH3:29])[CH2:30][CH2:31][CH3:32].[CH3:33][c:34]1[cH:35][cH:36][c:37]([CH3:38])[cH:39][cH:40]1.[Cl:1][c:2]1[cH:3][cH:4][c:5]([CH:6]=[CH:7][CH2:8][Cl:9])[cH:10][cH:11]1.[Pd+2:45]>>[Cl:1][c:2]1[cH:3][cH:4][c:5]([CH:6]=[CH:7][CH:8]=[CH:13][c:14]2[cH:15][cH:16][cH:17][cH:18][cH:19]2)[cH:10][cH:11]1. Reactants: C(C)NC[C@H](O)[C@@H](O)[C@H](O)[C@H](O)CO (N-ethylglucamine), C(C)NC[C@H](O)[C@@H](O)[C@H](O)[C@H](O)CO (N-ethylglucamine), C(C)NC[C@H]1[C@H]([C@@H]([C@](CO)(O)O1)O)O (6-ethylamino-6-deoxy-α-L-sorbofuranose), Cl (HCl), aminosugar. Run in O (water). Reaction conditions: time 48 hour. Yields the product CCN1C[C@@H]([C@H]([C@@H]([C@H]1CO)O)O)O (N-ethyl-1-deoxynojirimycin). Isolated yield 60.0%. Reaction SMILES: [CH2:1]([NH:3][CH2:4][C@@H:5]([C@H:7]([C@@H:9]([C@@H:11]([CH2:13][OH:14])O)[OH:10])[OH:8])[OH:6])[CH3:2].Cl.C(NC[C@@H]1O[C@](O)(CO)[C@@H](O)[C@@H]1O)C>O>[CH3:2][CH2:1][N:3]1[C@H:11]([CH2:13][OH:14])[C@@H:9]([OH:10])[C@H:7]([OH:8])[C@@H:5]([OH:6])[CH2:4]1. Procedure details: 1.0 gram of N-ethylglucamine is suspended in 50 mL water and titrated to pH 5.0 with concentrated HCl (simultaneously dissolving the aminosugar). This solution is placed in a 500 ml, shaker flask. To this solution is added 2.0 grams (wet weight) of washed Gluconobacter oxydans cells and the solution agitated at 100-120 rpm. Afar 24 hours, HPLC analysis indicates that 70% of the initial charge of N-ethylglucamine has been converted to 6-ethylamino-6-deoxy-α-L-sorbofuranose, and after 48 hours, at... Starting materials: [H-].[Na+] (sodium hydride), ClCC(C)(O)C1=CC=2CC3=CC=CC=C3C2C=C1 (1-chloro-2-(9H-fluoren-2-yl)-2-propanol), N1C=NC=C1 (imidazole), [H][H] (hydrogen). Solvent: O (water), CN(C=O)C (dimethylformamide), CN(C=O)C (dimethylformamide). Conditions: temperature 60 celsius, time 8 hour. The product is N1(C=NC=C1)CC(C)(O)C1=CC=2CC3=CC=CC=C3C2C=C1 (1-(1H-imidazol-1-yl)-2-(9H-fluoren-2-yl)-2-propanol). Reaction SMILES: [H-].[Na+].[NH:3]1[CH:7]=[CH:6][N:5]=[CH:4]1.[H][H].Cl[CH2:11][C:12]([C:15]1[CH:27]=[CH:26][C:25]2[C:24]3[C:19](=[CH:20][CH:21]=[CH:22][CH:23]=3)[CH2:18][C:17]=2[CH:16]=1)([OH:14])[CH3:13]>O.CN(C)C=O>[N:3]1([CH2:13][C:12]([C:15]2[CH:27]=[CH:26][C:25]3[C:24]4[C:19](=[CH:20][CH:21]=[CH:22][CH:23]=4)[CH2:18][C:17]=3[CH:16]=2)([OH:14])[CH3:11])[CH:7]=[CH:6][N:5]=[CH:4]1 |f:0.1|. Procedure: To a slurry of 743 mg. of a 60% sodium hydride dispersion in oil in 50 ml. of dry dimethylformamide were added, in portions, 2.53 g. of imidazole. After hydrogen evolution had ceased, 3.2 g. of 1-chloro-2-(9H-fluoren-2-yl)-2-propanol in 50 ml. of dry dimethylformamide were added. The mixture was heated to 60° C. for one hour and then stirred overnight at room temperature. After heating an additional 2.5 hours at 85° C., the reaction mixture was poured into 700 ml. of water. The aqueous solution ... Starting materials: C(C)(C)NC(C)C (diisopropylamine), CC1(CCC(C2=CC(=CC=C12)C(C)=O)(C)C)C (1,1,4,4-tetramethyl-1,2,3,4-tetrahydro-6-acetylnaphthalene), P(=O)(OCC)(OCC)Cl (diethyl chlorophosphate), C(C)(C)[N-]C(C)C.[Li+] (lithium diisopropylamide), C(CCC)[Li] (n-butyllithium), C(CCC)[Li] (n-butyllithium), C(C)(C)NC(C)C (diisopropylamine). The solvent is O1CCCC1 (tetrahydrofuran), O1CCCC1 (tetrahydrofuran), O1CCCC1 (tetrahydrofuran), CCCCCC (hexane). RXN SMILES: C(NC(C)C)(C)C.C([Li])CCC.[CH3:13][C:14]1([CH3:29])[C:23]2[C:18](=[CH:19][C:20]([C:24](=O)[CH3:25])=[CH:21][CH:22]=2)[C:17]([CH3:28])([CH3:27])[CH2:16][CH2:15]1.P(Cl)(OCC)(OCC)=O.C([N-]C(C)C)(C)C.[Li+]>O1CCCC1.CCCCCC>[CH3:13][C:14]1([CH3:29])[C:23]2[C:18](=[CH:19][C:20]([C:24]#[CH:25])=[CH:21][CH:22]=2)[C:17]([CH3:28])([CH3:27])[CH2:16][CH2:15]1 |f:4.5|. Conditions: temperature -78 celsius, time 1 hour. Yields the product CC1(CCC(C2=CC(=CC=C12)C#C)(C)C)C (1,1,4,4-Tetramethyl-6-ethynyl-1,2,3,4-tetrahydronaphthalene). Procedure: To a stirred solution of 1.1572 g (11.4359 mmol) of diisopropylamine in 20 ml of dry tetrahydrofuran under argon at -78° C. was added dropwise via syringe, 7.2 ml of 1.6M (11.52 mmol) n-butyllithium in hexane. This mixture was stirred at -78° C. for 1 hour and then treated dropwise with a solution of 2.635 g (11.4391 mmol) of 1,1,4,4-tetramethyl-1,2,3,4-tetrahydro-6-acetylnaphthalene in 6 ml of dry tetrahydrofuran. After stirring at -78° C. for 1 hour, the mixture was treated with 1.97 g (11.417...